From a dataset of the Open Reaction Database (ORD), a public repository of structured organic reaction records. describe an organic reaction: reactants, conditions, products, and yield Reactants: ClC1=NC(N(C=N1)CC1=CC=C(C=C1)Cl)=O (4-chloro-1-(4-chlorobenzyl)-1,3,5-triazin-2(1H)-one), FC1=CC=C(C=C1)N1CC(CC1)O (1-(4-fluorophenyl)pyrrolidin-3-ol). Run in C(Cl)(Cl)Cl (chloroform). Product: ClC1=CC=C(CN2C(N=C(N=C2)OC2CN(CC2)C2=CC=C(C=C2)F)=O)C=C1 (1-(4-Chlorobenzyl)-4-{[1-(4-fluorophenyl)pyrrolidin-3-yl]oxy}-1,3,5-triazin-2(1H)-one). Yield: 3.8%. RXN SMILES: Cl[C:2]1[N:7]=[CH:6][N:5]([CH2:8][C:9]2[CH:14]=[CH:13][C:12]([Cl:15])=[CH:11][CH:10]=2)[C:4](=[O:16])[N:3]=1.[F:17][C:18]1[CH:23]=[CH:22][C:21]([N:24]2[CH2:28][CH2:27][CH:26]([OH:29])[CH2:25]2)=[CH:20][CH:19]=1>C(Cl)(Cl)Cl>[Cl:15][C:12]1[CH:13]=[CH:14][C:9]([CH2:8][N:5]2[CH:6]=[N:7][C:2]([O:29][CH:26]3[CH2:27][CH2:28][N:24]([C:21]4[CH:22]=[CH:23][C:18]([F:17])=[CH:19][CH:20]=4)[CH2:25]3)=[N:3][C:4]2=[O:16])=[CH:10][CH:11]=1. Procedure details: The synthesis was performed using a chloroform solution (2 mL) of 4-chloro-1-(4-chlorobenzyl)-1,3,5-triazin-2(1H)-one (67 mg, 0.26 mmol) synthesized in Reference Synthesis Example 11 and 1-(4-fluorophenyl)pyrrolidin-3-ol (71 mg, 0.39 mmol) synthesized in Reference Synthesis Example 46 in a similar manner to Synthesis Example 79 to obtain the title compound (4.0 mg, yield: 4%). The reactants are ClC1=CC2=C(C3=C(CN=C2C2=C(C=CC=C2)Cl)C=NC(=N3)C)C=C1 (9-chloro-7-(2-chlorophenyl)-2-methyl-5H-pyrimido[5,4-d][2]benzazepine), C(C)(=O)O (acetic acid). Reagents/catalysts: [Zn] (zinc). Solvent: C(Cl)Cl (methylene chloride). Conditions: time 30 minute. Yields the product Cl.Cl.ClC1=CC2=C(C3=C(CNC2C2=C(C=CC=C2)Cl)C=NC(=N3)C)C=C1 (9-chloro-7-(2-chlorophenyl)-6,7-dihydro-2-methyl-5H-pyrimido[5,4-d][2] benzazepine dihydrochloride). RXN SMILES: [Cl:1][C:2]1[CH:24]=[CH:23][C:5]2[C:6]3[N:21]=[C:20]([CH3:22])[N:19]=[CH:18][C:7]=3[CH2:8][N:9]=[C:10]([C:11]3[CH:16]=[CH:15][CH:14]=[CH:13][C:12]=3[Cl:17])[C:4]=2[CH:3]=1.C(O)(=O)C>C(Cl)Cl.[Zn]>[ClH:1].[ClH:1].[Cl:1][C:2]1[CH:24]=[CH:23][C:5]2[C:6]3[N:21]=[C:20]([CH3:22])[N:19]=[CH:18][C:7]=3[CH2:8][NH:9][CH:10]([C:11]3[CH:16]=[CH:15][CH:14]=[CH:13][C:12]=3[Cl:17])[C:4]=2[CH:3]=1 |f:4.5.6|. Reported procedure: A mixture of 3.7 g (10.5 mmole) of 9-chloro-7-(2-chlorophenyl)-2-methyl-5H-pyrimido[5,4-d][2]benzazepine, 1.3 g of zinc dust, and 40 ml of acetic acid in 90 ml of methylene chloride was stirred at -15° C. to -20° C. for 30 min. The mixture was filtered over hyflo, and the filtrate was basified with cold dilute aqueous sodium hydroxide and extracted with methylene chloride. The methylene chloride solution was dried over anhydrous sodium sulfate and concentrated at reduced pressure to give a yello... Reactants: C(C)(C)(C)C1=CC=C(N)C=C1 (4-tert-butylaniline), ClCCCN=C=O (3-chloropropylisocyanate). Solvent: C1(=CC=CC=C1)C (toluene). Conditions: time 16 hour. The product is C(C)(C)(C)C1=CC=C(C=C1)NC(=O)NCCCCl (1-(4-tert-butylphenyl)-3-(3-chloropropyl)urea). Yield: 31.0%. As a reaction SMILES: [C:1]([C:5]1[CH:11]=[CH:10][C:8]([NH2:9])=[CH:7][CH:6]=1)([CH3:4])([CH3:3])[CH3:2].[Cl:12][CH2:13][CH2:14][CH2:15][N:16]=[C:17]=[O:18]>C1(C)C=CC=CC=1>[C:1]([C:5]1[CH:6]=[CH:7][C:8]([NH:9][C:17]([NH:16][CH2:15][CH2:14][CH2:13][Cl:12])=[O:18])=[CH:10][CH:11]=1)([CH3:4])([CH3:2])[CH3:3]. Reported procedure: To a solution of 4-tert-butylaniline (1.0 g, 1.07 mmol) in 5 mL toluene was added 3-chloropropylisocyanate (0.69 mL, 6.70 mmol). The reaction was allowed to stir at ambient temperature for 16 h. The reaction was partitioned between saturated NaHCO3 and ethylacetate. The organics were washed with water and brine, then dried over Na2SO4, filtered and concentrated. The residue was purified by silica gel chromatography to give 1-(4-tert-butylphenyl)-3-(3-chloropropyl)urea (31%). LCMS [M+H]+=269.2. Starting materials: ClC=1C2=CC=CC=C2N=C2CCCCC12 (9-chloro-1,2,3,4-tetrahydro-acridine), C(C1=CC=CC=C1)OC1=CC=C(C=C1)B(O)O (4-Benzyloxyphenyl boronic acid), tetrakistriphenylphosphine palladium, C(=O)([O-])[O-].[Na+].[Na+] (Na2CO3). The solvent is COCCOC (1,2-dimethoxyethane). Reaction conditions: time 8 hour. Product: C(C1=CC=CC=C1)OC1=CC=C(C=C1)C=1C2=CC=CC=C2N=C2CCCCC12 (9-(4-Benzyloxy-phenyl)-1,2,3,4-tetrahydro-acridine). As a reaction SMILES: Cl[C:2]1[C:3]2[C:8]([N:9]=[C:10]3[C:15]=1[CH2:14][CH2:13][CH2:12][CH2:11]3)=[CH:7][CH:6]=[CH:5][CH:4]=2.[CH2:16]([O:23][C:24]1[CH:29]=[CH:28][C:27](B(O)O)=[CH:26][CH:25]=1)[C:17]1[CH:22]=[CH:21][CH:20]=[CH:19][CH:18]=1.C([O-])([O-])=O.[Na+].[Na+]>COCCOC>[CH2:16]([O:23][C:24]1[CH:29]=[CH:28][C:27]([C:2]2[C:3]3[C:8]([N:9]=[C:10]4[C:15]=2[CH2:14][CH2:13][CH2:12][CH2:11]4)=[CH:7][CH:6]=[CH:5][CH:4]=3)=[CH:26][CH:25]=1)[C:17]1[CH:22]=[CH:21][CH:20]=[CH:19][CH:18]=1 |f:2.3.4|. Reported procedure: A mixture of 9-chloro-1,2,3,4-tetrahydro-acridine (282 mg, 1.30 mmol), 4-Benzyloxyphenyl boronic acid (443 mg, 1.94 mmol), tetrakistriphenylphosphine palladium (15 mg, 0.01 mmol), and 2 M aq Na2CO3 (0.97 mL, 1.94 mmol) was heated to 80° C. in 1,2-dimethoxyethane (2 mL) with vigorous stirring overnight in a sealed vial. The reaction mixture was cooled to room temperature and partitioned between EtOAc (50 mL) and H2O (10 mL). The aq. layer was extracted with EtOAc (25 mL). The combined organic lay... Run in CN(C)C=O (DMF), CN(C)C=O (DMF), CN(C)C=O (DMF). Procedure: In a manner similar to Example 6, 90 g of 6,6-dimethylbicyclo[3.1.1]hept-2-yl acetaldehyde (0.529 mole) in 40 ml of DMF, 108 g of potassium t-butoxide (0.91 mole) in 400 ml of DMF, and 93 g of methallyl chloride (1.02 moles) in 40 ml of DMF were reacted in the usual manner. After work-up the crude mixture of C- and O-alkylates, 112 g, was heated at 165°-175° C. for 4 hours. The crude product was dwastilled to afford 34.5 g of purified product (30% yield). BP 90° C./0.1 mmHg; 1H-NMR (300 MHz), δ ... Yield: 29.6%. Product: CC1(C2CCC(C1C2)C(C=O)CC(=C)C)C (2-(6,6-Dimethylbicyclo[3.1.1]hept-2-yl)-4-m ethyl-4-pentenal). The reactants are CC1(C2CCC(C1C2)CC=O)C (6,6-dimethylbicyclo[3.1.1]hept-2-yl acetaldehyde), CC(C)([O-])C.[K+] (potassium t-butoxide), C(C(C)=C)Cl (methallyl chloride), crude product. As a reaction SMILES: [CH3:1][C:2]1([CH3:12])[CH:7]2[CH2:8][CH:3]1[CH2:4][CH2:5][CH:6]2[CH2:9][CH:10]=[O:11].[CH3:13][C:14]([CH3:17])([O-])[CH3:15].[K+].C(Cl)C(=C)C>CN(C=O)C>[CH3:1][C:2]1([CH3:12])[CH:7]2[CH2:8][CH:3]1[CH2:4][CH2:5][CH:6]2[CH:9]([CH2:15][C:14]([CH3:17])=[CH2:13])[CH:10]=[O:11] |f:1.2|.